This data is from the Open Reaction Database (ORD), a public repository of structured organic reaction records. The task is: describe an organic reaction: reactants, conditions, products, and yield Reactants: CCOC1(OCC)CCCN1C, N#CCc1ccc(Cl)cc1, c1ccccc1. Product: CN1CCCC1=C(C#N)c1ccc(Cl)cc1. As a reaction SMILES: [CH2:1]([O:2][C:4]1([O:3][CH2:10][CH3:11])[N:5]([CH3:9])[CH2:6][CH2:7][CH2:8]1)[CH3:12].[Cl:13][c:14]1[cH:15][cH:16][c:17]([CH2:18][C:19]#[N:20])[cH:21][cH:22]1.[cH:23]1[cH:24][cH:25][cH:26][cH:27][cH:28]1>>[C:4]1(=[C:18]([c:17]2[cH:16][cH:15][c:14]([Cl:13])[cH:22][cH:21]2)[C:19]#[N:20])[N:5]([CH3:9])[CH2:6][CH2:7][CH2:8]1.